From a dataset of the Open Reaction Database (ORD), a public repository of structured organic reaction records. describe an organic reaction: reactants, conditions, products, and yield The reactants are COC1=CC2=CC=C(C=C2C=C1)C1=CC=C(C=C1)OC (2-methoxy-6-(4-methoxyphenyl)naphthalene), C1CC(=O)N(C1=O)Cl (NCS). Product: ClC1=C(C=CC2=CC(=CC=C12)C1=CC=C(C=C1)OC)OC (1-Chloro-2-methoxy-6-(4-methoxyphenyl)naphthalene). Procedure: A suspension of 2-methoxy-6-(4-methoxyphenyl)naphthalene (0.51 g, 1.93 mmol) and NCS (0.28 g, 2.13 mmol) in acetonitrile (20 mL) was heated to reflux for 3 hr. The resulting solution was cooled to room temperature and the resulting solid was collected by filtration and rinsed with acetonitrile to yield 0.41 g (72%) of the title compound as a white solid: mp 158-164° C.; 1H NMR (CDCl3): δ 3.87 (3H, s), 4.05 (3H, s), 7.03 (2H, d, J=8.62 Hz), 7.32 (1H, d, J=9.02 Hz), 7.65 (2H, d, J=8.55 Hz), 7.82 (... As a reaction SMILES: [CH3:1][O:2][C:3]1[CH:12]=[CH:11][C:10]2[C:5](=[CH:6][CH:7]=[C:8]([C:13]3[CH:18]=[CH:17][C:16]([O:19][CH3:20])=[CH:15][CH:14]=3)[CH:9]=2)[CH:4]=1.C1C(=O)N([Cl:28])C(=O)C1>C(#N)C>[Cl:28][C:4]1[C:5]2[C:10](=[CH:9][C:8]([C:13]3[CH:18]=[CH:17][C:16]([O:19][CH3:20])=[CH:15][CH:14]=3)=[CH:7][CH:6]=2)[CH:11]=[CH:12][C:3]=1[O:2][CH3:1]. Isolated yield 71.1%. Run in C(C)#N (acetonitrile). The reactants are CCOC(=O)c1ccc(OC(=O)c2ccc3c(c2)C(O)(C(=O)OCC)CCC3(C)C)cc1, O, Cc1ccc(S(=O)(=O)O)cc1, c1ccccc1. Yields the product CCOC(=O)C1=CCC(C)(C)c2ccc(C(=O)Oc3ccc(C(=O)OCC)cc3)cc21. RXN SMILES: [CH3:1][C:2]1([CH3:32])[c:3]2[cH:4][cH:5][c:6]([C:18](=[O:19])[O:20][c:21]3[cH:22][cH:23][c:24]([C:25](=[O:26])[O:27][CH2:28][CH3:29])[cH:30][cH:31]3)[cH:7][c:8]2[C:9]([C:12](=[O:13])[O:14][CH2:15][CH3:16])([OH:17])[CH2:10][CH2:11]1.[OH2:33].[c:34]1([CH3:35])[cH:36][cH:37][c:38]([S:39]([OH:40])(=[O:41])=[O:42])[cH:43][cH:44]1.[cH:45]1[cH:46][cH:47][cH:48][cH:49][cH:50]1>>[CH3:1][C:2]1([CH3:32])[c:3]2[cH:4][cH:5][c:6]([C:18](=[O:19])[O:20][c:21]3[cH:22][cH:23][c:24]([C:25](=[O:26])[O:27][CH2:28][CH3:29])[cH:30][cH:31]3)[cH:7][c:8]2[C:9]([C:12](=[O:13])[O:14][CH2:15][CH3:16])=[CH:10][CH2:11]1. Starting materials: C(C=C)NC=1C2=C(N=C(N1)Cl)C(=CS2)C2=CC=CC=C2 (4-allylamino-2-chloro-7-phenylthieno[3,2-d]pyrimidine), C(C=C)N (allylamine), C(O)([O-])=O.[Na+] (sodium hydrogen carbonate). Product: C(C=C)NC=1N=C(C2=C(N1)C(=CS2)C2=CC=CC=C2)NCC=C (2,4-Diallylamino-7-phenylthieno[3,2-d]pyrimidine). The yield is 85.3%. RXN SMILES: [CH2:1]([NH:4][C:5]1[C:6]2[S:14][CH:13]=[C:12]([C:15]3[CH:20]=[CH:19][CH:18]=[CH:17][CH:16]=3)[C:7]=2[N:8]=[C:9](Cl)[N:10]=1)[CH:2]=[CH2:3].[CH2:21]([NH2:24])[CH:22]=[CH2:23].C(=O)([O-])O.[Na+]>>[CH2:21]([NH:24][C:9]1[N:10]=[C:5]([NH:4][CH2:1][CH:2]=[CH2:3])[C:6]2[S:14][CH:13]=[C:12]([C:15]3[CH:20]=[CH:19][CH:18]=[CH:17][CH:16]=3)[C:7]=2[N:8]=1)[CH:22]=[CH2:23] |f:2.3|. Procedure: 168 mg (0.56 mmol) of 4-allylamino-2-chloro-7-phenylthieno[3,2-d]pyrimidine and 508 mg (8.9 mmol) of allylamine were heated in a sealed tube at 140° C. for 16 hours. After completion of the reaction, the reaction mixture was allowed to resume room temperature, followed by adding a saturated aqueous sodium hydrogen carbonate solution thereto and extraction with ethyl acetate (30 ml×2). After the organic layer was washed with brine and dried over anhydrous sodium sulfate, the solvent was distilled... The reactants are CNC, Cc1ccccc1, O=C1COc2ccccc2C(=O)C1, O, Cc1ccc(S(=O)(=O)O)cc1. Yields the product CN(C)C1=CC(=O)c2ccccc2OC1. Reaction SMILES: [CH3:1][NH:2][CH3:3].[CH3:29][c:30]1[cH:31][cH:32][cH:33][cH:34][cH:35]1.[O:4]1[CH2:5][C:6](=[O:16])[CH2:7][C:8](=[O:15])[c:9]2[c:10]1[cH:11][cH:12][cH:13][cH:14]2.[OH2:28].[c:17]1([CH3:18])[cH:19][cH:20][c:21]([S:22]([OH:23])(=[O:24])=[O:25])[cH:26][cH:27]1>>[CH3:1][N:2]([CH3:3])[C:6]1=[CH:7][C:8](=[O:15])[c:9]2[c:10]([cH:11][cH:12][cH:13][cH:14]2)[O:4][CH2:5]1. Run in C(Cl)Cl (CH2Cl2), C(C)O (ethanol). As a reaction SMILES: [NH2:1][CH:2]1[CH2:7][CH2:6][N:5]([CH2:8][C@@H:9]([C:11]2[C:20]3[C:15](=[CH:16][CH:17]=[C:18]([O:21][CH3:22])[N:19]=3)[N:14]=[CH:13][CH:12]=2)[OH:10])[CH2:4][CH2:3]1.[N:23]1[C:32]2[NH:31][CH2:30][CH2:29][CH2:28][C:27]=2[CH:26]=[CH:25][C:24]=1[CH:33]=O.[O-]S([O-])(=O)=O.[Na+].[Na+].[BH4-].[Na+]>C(Cl)Cl.C(O)C>[CH3:22][O:21][C:18]1[N:19]=[C:20]2[C:15](=[CH:16][CH:17]=1)[N:14]=[CH:13][CH:12]=[C:11]2[C@@H:9]([OH:10])[CH2:8][N:5]1[CH2:6][CH2:7][CH:2]([NH:1][CH2:33][C:24]2[CH:25]=[CH:26][C:27]3[CH2:28][CH2:29][CH2:30][NH:31][C:32]=3[N:23]=2)[CH2:3][CH2:4]1 |f:2.3.4,5.6|. Isolated yield 83.0%. Yields the product COC=1N=C2C(=CC=NC2=CC1)[C@H](CN1CCC(CC1)NCC1=NC=2NCCCC2C=C1)O ((R)-1-(6-Methoxy-[1,5]naphthyridin-4-yl)-2-{4-[(5,6,7,8-tetrahydro-[1,8]naphthyridin-2-ylmethyl)amino]piperidin-1-yl}ethanol). Reported procedure: To a stirred solution of (R)-2-(4-aminopiperidin-1-yl)-1-(6-methoxy-[1,5]naphthyridin-4-yl)ethanol (2f) (0.30 g, 1.0 mmole) in CH2Cl2 (25 mL) and dry ethanol (10 mL) at RT was added 5,6,7,8-tetrahydro-[1,8]naphthyridine-2-carboxaldehyde (prepared according to the procedure of WO 98/08840, 0.17 g, 1.0 mmole) and granular Na2SO4 (approximately 200 mg). After 36 h, the reaction was filtered through a sintered-glass funnel and the filtrate was concentrated. The remaining residue was dissolved in dry... Reactants: NC1CCN(CC1)C[C@H](O)C1=CC=NC2=CC=C(N=C12)OC ((R)-2-(4-aminopiperidin-1-yl)-1-(6-methoxy-[1,5]naphthyridin-4-yl)ethanol), N1=C(C=CC=2CCCNC12)C=O (5,6,7,8-tetrahydro-[1,8]naphthyridine-2-carboxaldehyde), [BH4-].[Na+] (NaBH4), [O-]S(=O)(=O)[O-].[Na+].[Na+] (Na2SO4). Reaction conditions: time 36 hour.